This data is from the Open Reaction Database (ORD), a public repository of structured organic reaction records. The task is: describe an organic reaction: reactants, conditions, products, and yield Starting materials: CN(C)CC1=CC2=C(CN(CC2)C(C2=CC=C(C=C2)C2=CC=CC=C2)=O)O1 (N,N-Dimethyl-[6-(4-phenylbenzoyl)-4,5,6,7-tetrahydrofuro[2,3-c]pyridin-2-ylmethyl]amine), Cl (hydrogen chloride). Run in CO (methanol), C(C)(=O)OCC (ethyl acetate). The product is Cl.CN(C)CC1=CC2=C(CN(CC2)C(C2=CC=C(C=C2)C2=CC=CC=C2)=O)O1 (N,N-dimethyl-[6-(4-phenylbenzoyl)-4,5,6,7-tetrahydrofuro[2,3-c]pyridin-2-ylmethyl]amine hydrochloride). As a reaction SMILES: [CH3:1][N:2]([CH2:4][C:5]1[O:27][C:8]2[CH2:9][N:10]([C:13](=[O:26])[C:14]3[CH:19]=[CH:18][C:17]([C:20]4[CH:25]=[CH:24][CH:23]=[CH:22][CH:21]=4)=[CH:16][CH:15]=3)[CH2:11][CH2:12][C:7]=2[CH:6]=1)[CH3:3].[ClH:28]>CO.C(OCC)(=O)C>[ClH:28].[CH3:3][N:2]([CH2:4][C:5]1[O:27][C:8]2[CH2:9][N:10]([C:13](=[O:26])[C:14]3[CH:19]=[CH:18][C:17]([C:20]4[CH:25]=[CH:24][CH:23]=[CH:22][CH:21]=4)=[CH:16][CH:15]=3)[CH2:11][CH2:12][C:7]=2[CH:6]=1)[CH3:1] |f:4.5|. Reported procedure: N,N-Dimethyl-[6-(4-phenylbenzoyl)-4,5,6,7-tetrahydrofuro[2,3-c]pyridin-2-ylmethyl]amine 0.180 g was dissolved in 2 ml of methanol; hydrogen chloride in ethyl acetate was added in excess, followed by stirring. After concentration, the crude product recrystallized from ethanol-diethyl ether to yield the desired product. RXN SMILES: [C:1]1([CH2:7][CH2:8][C:9]([NH2:11])=[O:10])[CH:6]=[CH:5][CH:4]=[CH:3][CH:2]=1.[CH3:12][C:13]([CH:16]=O)([CH3:15])[CH3:14].[NH:18]1[C:22]2[CH:23]=[CH:24][CH:25]=[CH:26][C:21]=2[N:20]=[N:19]1.C1(C)C=CC(S(O)(=O)=O)=CC=1>>[N:18]1([CH:16]([NH:11][C:9](=[O:10])[CH2:8][CH2:7][C:1]2[CH:6]=[CH:5][CH:4]=[CH:3][CH:2]=2)[C:13]([CH3:14])([CH3:15])[CH3:12])[C:22]2[CH:23]=[CH:24][CH:25]=[CH:26][C:21]=2[N:20]=[N:19]1. The reactants are C1(=CC=CC=C1)CCC(=O)N (3-phenyl-propionamide), CC(C)(C)C=O (pivaldehyde), N1N=NC2=C1C=CC=C2 (benzotriazole), C1(=CC=C(C=C1)S(=O)(=O)O)C (p-toluenesulfonic acid). Reported procedure: A suspension of 3-phenyl-propionamide, pivaldehyde, benzotriazole, and p-toluenesulfonic acid was processed as described in Example 1C to provide the title compound. Yields the product N1(N=NC2=C1C=CC=C2)C(C(C)(C)C)NC(CCC2=CC=CC=C2)=O (N-[1-(1H-1,2,3-Benzotriazol-1-yl)-2,2-dimethylpropyl]-3-phenylpropanamide). The reactants are COc1ccc(C)nc1, O=C(OO)c1cccc(Cl)c1, ClCCl, [Na+], [Na+], O=S(=O)([O-])[O-]. Yields the product COc1ccc(C)[n+]([O-])c1. As a reaction SMILES: [CH3:1][c:2]1[n:3][cH:4][c:5]([O:8][CH3:9])[cH:6][cH:7]1.[Cl:17][c:18]1[cH:19][c:20]([C:24]([O:25][OH:26])=[O:27])[cH:21][cH:22][cH:23]1.[Cl:28][CH2:29][Cl:30].[Na+:10].[Na+:11].[O-:12][S:13](=[O:14])(=[O:15])[O-:16]>>[CH3:1][c:2]1[n+:3]([O-:12])[cH:4][c:5]([O:8][CH3:9])[cH:6][cH:7]1. Reactants: BrC=1C=CC(=C(C=O)C1)O (5-bromo-2-hydroxybenzaldehyde), C[C@H]1N[C@H](CNC1)C ((2R,6S)-2,6-dimethylpiperazine), C(C)(=O)O[BH-](OC(C)=O)OC(C)=O.[Na+] (sodium triacetoxyborohydride). Solvent: C(Cl)Cl (DCM), C(Cl)Cl (DCM). As a reaction SMILES: [Br:1][C:2]1[CH:3]=[CH:4][C:5]([OH:10])=[C:6]([CH:9]=1)[CH:7]=O.[CH3:11][C@@H:12]1[CH2:17][NH:16][CH2:15][C@H:14]([CH3:18])[NH:13]1.C(O[BH-](OC(=O)C)OC(=O)C)(=O)C.[Na+]>C(Cl)Cl>[Br:1][C:2]1[CH:3]=[CH:4][C:5]([OH:10])=[C:6]([CH2:7][N:16]2[CH2:15][C@@H:14]([CH3:18])[NH:13][C@@H:12]([CH3:11])[CH2:17]2)[CH:9]=1 |f:2.3|. Procedure: To a solution of 5-bromo-2-hydroxybenzaldehyde (1 g, 4.97 mmol) in DCM (50 mL) was added (2R,6S)-2,6-dimethylpiperazine (0.852 g, 7.46 mmol). The mixture was allowed to stir at RT for 40 min before sodium triacetoxyborohydride (1.582 g, 7.46 mmol) was added. The reaction was stirred at RT for 24 h. The mixture was diluted with DCM and washed with sat. NaHCO3 (aq), dried (MgSO4) and evaporated to give a white foam. This was purified by Biotage (eluent=2.5% 7M ammonia in methanol/DCM) to give the ... Reaction conditions: time 24 hour. Product: BrC1=CC(=C(C=C1)O)CN1C[C@@H](N[C@@H](C1)C)C (4-bromo-2-(((3S,5R)-3,5-dimethylpiperazin-1-yl)methyl)phenol). Product: C(C)OC(=O)N1[C@H](C[C@H](C2=CC(=C(C=C12)O)OC)N(C(=O)OC)CC1=CC(=CC(=C1)C(F)(F)F)C(F)(F)F)C (cis-4-[(3,5-Bis-trifluoromethyl-benzyl)-methoxycarbonyl-amino]-7-hydroxy-6-methoxy-2-methyl-3,4-dihydro-2H-quinoline-1-carboxylic Acid Ethyl Ester). Starting materials: C(C)OC(=O)N1[C@H](C[C@H](C2=CC(=C(C=C12)OC(=O)OC)OC)N(C(=O)OC)CC1=CC(=CC(=C1)C(F)(F)F)C(F)(F)F)C (cis-4-[(3,5-bis-trifluoromethyl-benzyl)-methoxycarbonyl-amino]-6-methoxy-7-methoxycarbonyloxy-2-methyl-3,4-dihydro-2H-quinoline-1-carboxylic acid ethyl ester), C([O-])([O-])=O.[K+].[K+] (potassium carbonate), O (water). The solvent is CO (methanol). Reported procedure: A solution of cis-4-[(3,5-bis-trifluoromethyl-benzyl)-methoxycarbonyl-amino]-6-methoxy-7-methoxycarbonyloxy-2-methyl-3,4-dihydro-2H-quinoline-1-carboxylic acid ethyl ester (5.0 g, 8.0 mmol) and potassium carbonate (2.2 g, 16 mmol) in methanol (45 mL) was stirred at room temperature. After 12 hours, water (100 mL) was added, and the volatiles were removed in vacuo. The mixture was then extracted with ethyl acetate (3×100 mL), the combined organic extracts were washed with saturated sodium bicarbo... The yield is 50.3%. As a reaction SMILES: [CH2:1]([O:3][C:4]([N:6]1[C:15]2[C:10](=[CH:11][C:12]([O:21][CH3:22])=[C:13]([O:16]C(OC)=O)[CH:14]=2)[C@H:9]([N:23]([CH2:28][C:29]2[CH:34]=[C:33]([C:35]([F:38])([F:37])[F:36])[CH:32]=[C:31]([C:39]([F:42])([F:41])[F:40])[CH:30]=2)[C:24]([O:26][CH3:27])=[O:25])[CH2:8][C@@H:7]1[CH3:43])=[O:5])[CH3:2].C(=O)([O-])[O-].[K+].[K+].O>CO>[CH2:1]([O:3][C:4]([N:6]1[C:15]2[C:10](=[CH:11][C:12]([O:21][CH3:22])=[C:13]([OH:16])[CH:14]=2)[C@H:9]([N:23]([CH2:28][C:29]2[CH:34]=[C:33]([C:35]([F:36])([F:37])[F:38])[CH:32]=[C:31]([C:39]([F:41])([F:40])[F:42])[CH:30]=2)[C:24]([O:26][CH3:27])=[O:25])[CH2:8][C@@H:7]1[CH3:43])=[O:5])[CH3:2] |f:1.2.3|. Reaction conditions: time 12 hour. As a reaction SMILES: [C:1]([O:5][C:6]([N:8]1[CH2:12][CH2:11][CH:10]([OH:13])[CH2:9]1)=[O:7])([CH3:4])([CH3:3])[CH3:2].O[C:15]1[CH:20]=[CH:19][C:18]([C:21]([F:24])([F:23])[F:22])=[CH:17][CH:16]=1.C1(P(C2C=CC=CC=2)C2C=CC=CC=2)C=CC=CC=1.N(C(OC(C)(C)C)=O)=NC(OC(C)(C)C)=O>O1CCCC1>[C:1]([O:5][C:6]([N:8]1[CH2:12][CH2:11][CH:10]([O:13][C:15]2[CH:20]=[CH:19][C:18]([C:21]([F:24])([F:23])[F:22])=[CH:17][CH:16]=2)[CH2:9]1)=[O:7])([CH3:4])([CH3:2])[CH3:3]. The reactants are C(C)(C)(C)OC(=O)N1CC(CC1)O (3-hydroxy-pyrrolidine-1-carboxylic acid tert-butyl ester), OC1=CC=C(C=C1)C(F)(F)F (4-hydroxybenzotrifluoride), C1(=CC=CC=C1)P(C1=CC=CC=C1)C1=CC=CC=C1 (triphenylphosphine), N(=NC(=O)OC(C)(C)C)C(=O)OC(C)(C)C (di-tert-butyl azodicarboxylate). The product is C(C)(C)(C)OC(=O)N1CC(CC1)OC1=CC=C(C=C1)C(F)(F)F (3-(4-Trifluoromethyl-phenoxy)-pyrrolidine-1-carboxylic acid tert-butyl ester). Run in O1CCCC1 (tetrahydrofuran). Reported procedure: To a solution of 1.03 mmol 3-hydroxy-pyrrolidine-1-carboxylic acid tert-butyl ester in 15 ml tetrahydrofuran were added successively 1.23 mmol 4-hydroxybenzotrifluoride, 1.43 mmol triphenylphosphine and 1.43 mmol di-tert-butyl azodicarboxylate. The reaction mixture was stirred at 70° C. for 28 h and was then cooled to room temperature and concentrated in vacuo. The crude material was purified by chromatography (ethyl acetate/heptane) to afford the title compound as a white crystalline solid (yie... Yield: 15.0%. Conditions: temperature 70 celsius, time 28 hour. Reactants: COC(=O)C1=C(C=2N(N(C1=O)CC1=CC=C(C=C1)C(F)(F)F)C=CC2)O (4-hydroxy-2-oxo-1-(4-trifluoromethyl-benzyl)-1,2-dihydro-pyrrolo[1,2-b]pyridazine-3-carboxylic acid methyl ester), N[C@@H](C)C(=O)O (L-alanine), C[O-].[Na+] (NaOMe). Yields the product OC=1C=2N(N(C(C1C(=O)N[C@H](C(=O)O)C)=O)CC1=CC=C(C=C1)C(F)(F)F)C=CC2 (2-(S)-{[4-Hydroxy-2-oxo-1-(4-trifluoromethyl-benzyl)-1,2-dihydro-pyrrolo[1,2-b]pyridazine-3-carbonyl]-amino}-propionic acid). As a reaction SMILES: CO[C:3]([C:5]1[C:10](=[O:11])[N:9]([CH2:12][C:13]2[CH:18]=[CH:17][C:16]([C:19]([F:22])([F:21])[F:20])=[CH:15][CH:14]=2)[N:8]2[CH:23]=[CH:24][CH:25]=[C:7]2[C:6]=1[OH:26])=[O:4].[NH2:27][C@H:28]([C:30]([OH:32])=[O:31])[CH3:29].C[O-].[Na+]>>[OH:26][C:6]1[C:7]2[N:8]([CH:23]=[CH:24][CH:25]=2)[N:9]([CH2:12][C:13]2[CH:14]=[CH:15][C:16]([C:19]([F:22])([F:21])[F:20])=[CH:17][CH:18]=2)[C:10](=[O:11])[C:5]=1[C:3]([NH:27][C@@H:28]([CH3:29])[C:30]([OH:32])=[O:31])=[O:4] |f:2.3|. Procedure details: Prepared according to the reaction condition used in Example 19 step a) from 4-hydroxy-2-oxo-1-(4-trifluoromethyl-benzyl)-1,2-dihydro-pyrrolo[1,2-b]pyridazine-3-carboxylic acid methyl ester, L-alanine and NaOMe. ESI (m/z): 424 (M+H)+. Starting materials: BrC=1C=C(C=CC1)C1=NC(=CC(=N1)C1=C(C=C(C=C1)Cl)Cl)C(F)(F)F (2-(3-bromo-phenyl)-4-(2,4-dichloro-phenyl)-6-trifluoromethyl-pyrimidine), C(C)(C)(C)NS(=O)(=O)C=1C=C(C=CC1)B(O)O (3-(tert.-butylsulfamoyl)-phenylboronic acid). Yields the product C(C)(C)(C)NS(=O)(=O)C=1C=C(C=CC1)C1=CC(=CC=C1)C1=NC(=CC(=N1)C1=C(C=C(C=C1)Cl)Cl)C(F)(F)F (3′-[4-(2,4-dichloro-phenyl)-6-trifluoromethyl-pyrimidin-2-yl]-biphenyl-3-sulfonic acid tert-butylamide), solid. As a reaction SMILES: Br[C:2]1[CH:3]=[C:4]([C:8]2[N:13]=[C:12]([C:14]3[CH:19]=[CH:18][C:17]([Cl:20])=[CH:16][C:15]=3[Cl:21])[CH:11]=[C:10]([C:22]([F:25])([F:24])[F:23])[N:9]=2)[CH:5]=[CH:6][CH:7]=1.[C:26]([NH:30][S:31]([C:34]1[CH:35]=[C:36](B(O)O)[CH:37]=[CH:38][CH:39]=1)(=[O:33])=[O:32])([CH3:29])([CH3:28])[CH3:27]>>[C:26]([NH:30][S:31]([C:34]1[CH:39]=[C:38]([C:2]2[CH:7]=[CH:6][CH:5]=[C:4]([C:8]3[N:13]=[C:12]([C:14]4[CH:19]=[CH:18][C:17]([Cl:20])=[CH:16][C:15]=4[Cl:21])[CH:11]=[C:10]([C:22]([F:23])([F:25])[F:24])[N:9]=3)[CH:3]=2)[CH:37]=[CH:36][CH:35]=1)(=[O:33])=[O:32])([CH3:29])([CH3:27])[CH3:28]. Reported procedure: 3′-[4-(2,4-dichloro-phenyl)-6-trifluoromethyl-pyrimidin-2-yl]-biphenyl-3-sulfonic acid tert-butylamide was prepared from 2-(3-bromo-phenyl)-4-(2,4-dichloro-phenyl)-6-trifluoromethyl-pyrimidine (example E.106) (0.45 g, 1.0 mmol) and commercially available 3-(tert.-butylsulfamoyl)-phenylboronic acid (0.31 g, 1.2 mmol) according to the general procedure VI. Obtained as an off-white solid (0.36 g), which was subsequently deprotected. Reactants: O=C1CCC(=O)N1Cl, CC(Cl)Cl, Cc1ccc(C(=O)O)cc1-n1c(C)cc(OCc2ccc(F)cc2F)cc1=O, O=C(O)C(Cl)Cl. Yields the product Cc1ccc(C(=O)O)cc1-n1c(C)cc(OCc2ccc(F)cc2F)c(Cl)c1=O. Reaction SMILES: [Cl:29][N:30]1[C:31](=[O:32])[CH2:33][CH2:34][C:35]1=[O:36].[Cl:43][CH:44]([Cl:45])[CH3:46].[F:1][c:2]1[c:3]([CH2:4][O:5][c:6]2[cH:7][c:8](=[O:23])[n:9](-[c:13]3[cH:14][c:15]([C:16](=[O:17])[OH:18])[cH:19][cH:20][c:21]3[CH3:22])[c:10]([CH3:12])[cH:11]2)[cH:24][cH:25][c:26]([F:28])[cH:27]1.[OH:37][C:38]([CH:39]([Cl:40])[Cl:41])=[O:42]>>[F:1][c:2]1[c:3]([CH2:4][O:5][c:6]2[c:7]([Cl:29])[c:8](=[O:23])[n:9](-[c:13]3[cH:14][c:15]([C:16](=[O:17])[OH:18])[cH:19][cH:20][c:21]3[CH3:22])[c:10]([CH3:12])[cH:11]2)[cH:24][cH:25][c:26]([F:28])[cH:27]1.